Dataset: the Open Reaction Database (ORD), a public repository of structured organic reaction records. Task: describe an organic reaction: reactants, conditions, products, and yield Reaction SMILES: [CH3:32][N:33]1[CH2:34][CH2:35][NH:36][CH2:37][CH2:38]1.[Cl:1][CH2:2][c:3]1[cH:4][cH:5][c:6]([C:7](=[O:8])[NH:9][c:10]2[cH:11][c:12]([NH:17][c:18]3[n:19][cH:20][cH:21][c:22](-[c:24]4[cH:25][n:26][cH:27][cH:28][cH:29]4)[n:23]3)[c:13]([CH3:16])[cH:14][cH:15]2)[cH:30][cH:31]1>>[CH2:2]([c:3]1[cH:4][cH:5][c:6]([C:7](=[O:8])[NH:9][c:10]2[cH:11][c:12]([NH:17][c:18]3[n:19][cH:20][cH:21][c:22](-[c:24]4[cH:25][n:26][cH:27][cH:28][cH:29]4)[n:23]3)[c:13]([CH3:16])[cH:14][cH:15]2)[cH:30][cH:31]1)[N:36]1[CH2:35][CH2:34][N:33]([CH3:32])[CH2:38][CH2:37]1. Yields the product Cc1ccc(NC(=O)c2ccc(CN3CCN(C)CC3)cc2)cc1Nc1nccc(-c2cccnc2)n1. Starting materials: CN1CCNCC1, Cc1ccc(NC(=O)c2ccc(CCl)cc2)cc1Nc1nccc(-c2cccnc2)n1. Reaction conditions: time 16 hour. Procedure details: A mixture of N-[6-(6,7-dimethoxy(4-quinolyloxy))(2-naphthyl)](phenylmethoxy)carboxamide (Step b, 170 mg, 0.35 mmol) and Pd/C (17 mg, 10%, Aldrich) in 60 mL of EtOAc was stirred at RT under H2 balloon for 16 h. The mixture was filtered through a Celite® pad. The filtrate was concentrated in vacuo to give the title compound as an off-white solid. MS (ESI, pos. ion) m/z: 347.0 (M+1). Mass Calc'd for C21H18N2O3: 346.13. Solvent: CCOC(=O)C (EtOAc). Reagents/catalysts: [Pd] (Pd/C). As a reaction SMILES: [CH3:1][O:2][C:3]1[CH:4]=[C:5]2[C:10](=[CH:11][C:12]=1[O:13][CH3:14])[N:9]=[CH:8][CH:7]=[C:6]2[O:15][C:16]1[CH:17]=[C:18]2[C:23](=[CH:24][CH:25]=1)[CH:22]=[C:21]([NH:26]C(OCC1C=CC=CC=1)=O)[CH:20]=[CH:19]2>CCOC(C)=O.[Pd]>[CH3:1][O:2][C:3]1[CH:4]=[C:5]2[C:10](=[CH:11][C:12]=1[O:13][CH3:14])[N:9]=[CH:8][CH:7]=[C:6]2[O:15][C:16]1[CH:17]=[C:18]2[C:23](=[CH:24][CH:25]=1)[CH:22]=[C:21]([NH2:26])[CH:20]=[CH:19]2. Starting materials: COC=1C=C2C(=CC=NC2=CC1OC)OC=1C=C2C=CC(=CC2=CC1)NC(=O)OCC1=CC=CC=C1 (N-[6-(6,7-dimethoxy(4-quinolyloxy))(2-naphthyl)](phenylmethoxy)carboxamide). Product: COC=1C=C2C(=CC=NC2=CC1OC)OC=1C=C2C=CC(=CC2=CC1)N (6-(6,7-dimethoxy-4-quinolyloxy)-2-naphthylamine). As a reaction SMILES: [NH2:1][c:2]1[c:3]([C:4](=[O:5])[O:6][CH3:7])[cH:8][cH:9][cH:10][c:11]1[O:12][CH3:13].[O:14]=[C:15]1[N:16]([Br:21])[C:17](=[O:18])[CH2:19][CH2:20]1.[O:22]=[CH:23][N:24]([CH3:25])[CH3:26]>>[NH2:1][c:2]1[c:3]([C:4](=[O:5])[O:6][CH3:7])[cH:8][c:9]([Br:21])[cH:10][c:11]1[O:12][CH3:13]. The product is COC(=O)c1cc(Br)cc(OC)c1N. The reactants are COC(=O)c1cccc(OC)c1N, O=C1CCC(=O)N1Br, CN(C)C=O. Reported procedure: The 2-(2'-nitro-4-biphenylyl)propionic acid is readily prepared in the following manner: 2-nitrobiphenyl is acylated with acetyl chloride, giving 4-acetyl-2'-nitrobiphenyl. This is converted with chloroacetonitrile under alkaline conditions to the intermediate isomeric 2-methyl-2-[4-(2'-nitrophenyl)]glycidonitriles which, when treated with lithium perchlorate and then base, is isomerized to methyl 2-(2'-nitro-4-biphenylyl)propionate. Saponificiation of the latter gives the desired 2-(2'-nitro-4-... Yields the product C(C)(=O)C1=CC=C(C=C1)C1=C(C=CC=C1)[N+](=O)[O-] (4-acetyl-2'-nitrobiphenyl). Reaction SMILES: [N+:1]([C:4]1[CH:9]=[CH:8][CH:7]=[CH:6][C:5]=1[C:10]1[CH:15]=[CH:14][C:13]([CH:16]([CH3:20])C(O)=O)=[CH:12][CH:11]=1)([O-:3])=[O:2].[N+](C1C=CC=CC=1C1C=CC=CC=1)([O-])=[O:22].C(Cl)(=O)C>>[C:16]([C:13]1[CH:14]=[CH:15][C:10]([C:5]2[CH:6]=[CH:7][CH:8]=[CH:9][C:4]=2[N+:1]([O-:3])=[O:2])=[CH:11][CH:12]=1)(=[O:22])[CH3:20]. Reactants: [N+](=O)([O-])C1=C(C=CC=C1)C1=CC=C(C=C1)C(C(=O)O)C (2-(2'-nitro-4-biphenylyl)propionic acid), [N+](=O)([O-])C1=C(C=CC=C1)C1=CC=CC=C1 (2-nitrobiphenyl), C(C)(=O)Cl (acetyl chloride).